From a dataset of the Open Reaction Database (ORD), a public repository of structured organic reaction records. describe an organic reaction: reactants, conditions, products, and yield The reactants are CCCCP(CCCC)CCCC, CCOC(=O)c1cc2cc(F)ccc2[nH]1, O=C(N=NC(=O)N1CCCCC1)N1CCCCC1, C1CCOC1, OCCc1cccnc1. Yields the product CCOC(=O)c1cc2cc(F)ccc2n1CCc1cccnc1. Reaction SMILES: [CH2:43]([P:44]([CH2:45][CH2:46][CH2:47][CH3:48])[CH2:49][CH2:50][CH2:51][CH3:52])[CH2:53][CH2:54][CH3:55].[F:19][c:20]1[cH:21][c:22]2[cH:23][c:24]([C:29](=[O:30])[O:31][CH2:32][CH3:33])[nH:25][c:26]2[cH:27][cH:28]1.[N:1]([C:2]([N:3]1[CH2:4][CH2:5][CH2:6][CH2:7][CH2:8]1)=[O:9])=[N:10][C:11]([N:12]1[CH2:13][CH2:14][CH2:15][CH2:16][CH2:17]1)=[O:18].[O:56]1[CH2:57][CH2:58][CH2:59][CH2:60]1.[n:34]1[cH:35][c:36]([CH2:40][CH2:41][OH:42])[cH:37][cH:38][cH:39]1>>[F:19][c:20]1[cH:21][c:22]2[cH:23][c:24]([C:29](=[O:30])[O:31][CH2:32][CH3:33])[n:25]([CH2:41][CH2:40][c:36]3[cH:35][n:34][cH:39][cH:38][cH:37]3)[c:26]2[cH:27][cH:28]1. Reactants: ClCCl, COc1ccc(COc2nc(OC3COc4nc([N+](=O)[O-])cn4C3)ncc2-c2ccc(N3CC(CNC(C)=O)OC3=O)cc2F)cc1, O=C(O)C(F)(F)F. Product: CC(=O)NCC1CN(c2ccc(-c3cnc(OC4COc5nc([N+](=O)[O-])cn5C4)[nH]c3=O)c(F)c2)C(=O)O1. RXN SMILES: [CH2:55]([Cl:56])[Cl:57].[F:1][c:2]1[cH:3][c:4]([N:37]2[C:38](=[O:47])[O:39][CH:40]([CH2:42][NH:43][C:44]([CH3:45])=[O:46])[CH2:41]2)[cH:5][cH:6][c:7]1-[c:8]1[c:9]([O:27][CH2:28][c:29]2[cH:30][cH:31][c:32]([O:33][CH3:34])[cH:35][cH:36]2)[n:10][c:11]([O:14][CH:15]2[CH2:16][n:17]3[c:18]([n:21][c:22]([N+:24](=[O:25])[O-:26])[cH:23]3)[O:19][CH2:20]2)[n:12][cH:13]1.[F:48][C:49]([F:50])([F:51])[C:52]([OH:53])=[O:54]>>[F:1][c:2]1[cH:3][c:4]([N:37]2[C:38](=[O:47])[O:39][CH:40]([CH2:42][NH:43][C:44]([CH3:45])=[O:46])[CH2:41]2)[cH:5][cH:6][c:7]1-[c:8]1[c:9](=[O:27])[nH:10][c:11]([O:14][CH:15]2[CH2:16][n:17]3[c:18]([n:21][c:22]([N+:24](=[O:25])[O-:26])[cH:23]3)[O:19][CH2:20]2)[n:12][cH:13]1. Reactants: BrCC1CCCCC1 (bromomethylcyclohexane), [OH-].[K+] (potassium hydroxide), O (water), CC1(COCOC1)C(CN1N=CN=C1)=O (1-(5-methyl-1,3-dioxan-5-yl)-2-(1,2,4-triazol-1-yl)-ethan-1-one), O (water). Run in CS(=O)C (dimethylsulphoxide). Reaction conditions: time 10 minute. The product is C1(CCCCC1)CC(C(=O)C1(COCOC1)C)N1N=CN=C1 (3-cyclohexyl-1-(5-methyl-1,3-dioxan-5-yl)-2-(1,2,4-triazol-1-yl)-propan-1-one). Isolated yield 52.1%. As a reaction SMILES: [OH-].[K+].O.[CH3:4][C:5]1([C:11](=[O:18])[CH2:12][N:13]2[CH:17]=[N:16][CH:15]=[N:14]2)[CH2:10][O:9][CH2:8][O:7][CH2:6]1.Br[CH2:20][CH:21]1[CH2:26][CH2:25][CH2:24][CH2:23][CH2:22]1>CS(C)=O>[CH:21]1([CH2:20][CH:12]([N:13]2[CH:17]=[N:16][CH:15]=[N:14]2)[C:11]([C:5]2([CH3:4])[CH2:10][O:9][CH2:8][O:7][CH2:6]2)=[O:18])[CH2:26][CH2:25][CH2:24][CH2:23][CH2:22]1 |f:0.1|. Procedure details: 2.96 g (0.05 mol) of powdered potassium hydroxide and 3 ml of water are added to a solution of 11.0 g (0.05 mol) of 1-(5-methyl-1,3-dioxan-5-yl)-2-(1,2,4-triazol-1-yl)-ethan-1-one in 40 ml of dimethylsulphoxide, with stirring. After 10 minutes, 9.6 g (0.05 mol) of bromomethylcyclohexane (90% pure) are added and the mixture is stirred at 50° C. for 6 hours. For working up, the cooled reaction mixture is poured onto 500 ml of water and extracted twice with 200 ml of diethyl ether each time, the co... Starting materials: BrC=1C=C2CC[C@@H](CC2=CC1)N(C(=O)C1=NC=C(C=C1)OCC1CC1)C (N—((S)-6-bromo-1,2,3,4-tetrahydronaphthalen-2-yl)-N-methyl-5-cyclopropylmethoxypyridine-2-carboxamide), C(CCC)C(=C(CCCC)CCCC)[Sn] (tributylvinyltin), C1(=CC=CC=C1)P(C1=CC=CC=C1)C1=CC=CC=C1 (triphenylphosphine), C(C)(C)N(CC)C(C)C (diisopropylethylamine). Reagents/catalysts: C(C)(=O)[O-].[Pd+2].C(C)(=O)[O-] (palladium(II) acetate). The solvent is CN(C)C=O (DMF). Run at temperature 100 celsius. Yields the product CN(C(=O)C1=NC=C(C=C1)OCC1CC1)[C@@H]1CC2=CC=C(C=C2CC1)C=C (N-methyl-N—((S)-6-vinyl-1,2,3,4-tetrahydronaphthalen-2-yl)-5-cyclopropylmethoxypyridine-2-carboxamide). Reaction SMILES: Br[C:2]1[CH:3]=[C:4]2[C:9](=[CH:10][CH:11]=1)[CH2:8][C@@H:7]([N:12]([CH3:26])[C:13]([C:15]1[CH:20]=[CH:19][C:18]([O:21][CH2:22][CH:23]3[CH2:25][CH2:24]3)=[CH:17][N:16]=1)=[O:14])[CH2:6][CH2:5]2.[CH2:27](C([Sn])=C(CCCC)CCCC)[CH2:28]CC.C1(P(C2C=CC=CC=2)C2C=CC=CC=2)C=CC=CC=1.C(N(C(C)C)CC)(C)C>C([O-])(=O)C.[Pd+2].C([O-])(=O)C.CN(C=O)C>[CH3:26][N:12]([C@H:7]1[CH2:6][CH2:5][C:4]2[C:9](=[CH:10][CH:11]=[C:2]([CH:27]=[CH2:28])[CH:3]=2)[CH2:8]1)[C:13]([C:15]1[CH:20]=[CH:19][C:18]([O:21][CH2:22][CH:23]2[CH2:25][CH2:24]2)=[CH:17][N:16]=1)=[O:14] |f:4.5.6,^1:28|. Procedure details: A mixture of N—((S)-6-bromo-1,2,3,4-tetrahydronaphthalen-2-yl)-N-methyl-5-cyclopropylmethoxypyridine-2-carboxamide (1.50 g), tributylvinyltin (1.37 g), palladium(II) acetate (16 mg), triphenylphosphine (76 mg), diisopropylethylamine (8.5 ml) and DMF (20 ml) was heated to 100° C. for 12 hours. The cooled reaction mixture was partitioned between ethyl acetate and sodium carbonate solution. The organic phase was dried over sodium sulfate, filtered and concentrated. The residue was purified by chrom... The reactants are C(=O)[O-].[NH4+] (ammonium formate), ClC=1SC(=C2C1CN(C2)S(=O)(=O)C2=CC=C(C)C=C2)Cl (1,3-dichloro-5-tosyl-5,6-dihydro-4H-thieno[3,4-c]pyrrole). Reagents/catalysts: [Pd] (palladium-on-charcoal), [Pd] (palladium-on-charcoal). Solvent: CO (methanol). Yields the product S(=O)(=O)(C1=CC=C(C)C=C1)N1CC=2C(C1)=CSC2 (5-Tosyl-5,6-dihydro-4H-thieno[3,4-c]pyrrole). Isolated yield 7.4%. RXN SMILES: C([O-])=O.[NH4+].Cl[C:6]1[S:7][C:8](Cl)=[C:9]2[CH2:13][N:12]([S:14]([C:17]3[CH:23]=[CH:22][C:20]([CH3:21])=[CH:19][CH:18]=3)(=[O:16])=[O:15])[CH2:11][C:10]=12>CO.[Pd]>[S:14]([N:12]1[CH2:13][C:9]2=[CH:8][S:7][CH:6]=[C:10]2[CH2:11]1)([C:17]1[CH:23]=[CH:22][C:20]([CH3:21])=[CH:19][CH:18]=1)(=[O:15])=[O:16] |f:0.1|. Procedure details: 28 g of 10% palladium-on-charcoal containing 50% water and then 96 g (1.52 mol) of ammonium formate are added, under a nitrogen atmosphere, to a solution of 28.34 g (0.81 mol) of 1,3-dichloro-5-tosyl-5,6-dihydro-4H-thieno[3,4-c]pyrrole in 800 ml of methanol. The mixture is heated at reflux for 3 hours, 28 g of wet palladium-on-charcoal are then added and reflux is maintained for 24 hours. After filtration through diatomaceous earth, the filtrate is evaporated to dryness and the residue is recrys...